describe an organic reaction: reactants, conditions, products, and yield From a dataset of the Open Reaction Database (ORD), a public repository of structured organic reaction records. The reactants are ice water, [H-].[Na+] (NaH), BrCC(=O)OC(C)(C)C (Tert-butyl bromoacetate), NC=1N=CC2=C(N1)NC(C(=C2)C2=C(C=CC=C2Cl)Cl)=O (2-amino-6-(2,6-dichlorophenyl)-pyrido[2,3-d]pyrimidin-7(8H)-one). The solvent is CN(C=O)C (dimethylformamide). Reaction conditions: temperature 50 celsius. The product is C(C)(C)(C)OC(CN1C(C(=CC2=C1N=C(N=C2)N)C2=C(C=CC=C2Cl)Cl)=O)=O ([2-amino-6-(2,6-dichlorophenyl)-7-oxo-7H-pyrido[2,3-d]pyrimidin-8-yl]-acetic acid tert-butyl ester). Yield: 30.1%. RXN SMILES: [H-].[Na+].[NH2:3][C:4]1[N:5]=[CH:6][C:7]2[CH:13]=[C:12]([C:14]3[C:19]([Cl:20])=[CH:18][CH:17]=[CH:16][C:15]=3[Cl:21])[C:11](=[O:22])[NH:10][C:8]=2[N:9]=1.Br[CH2:24][C:25]([O:27][C:28]([CH3:31])([CH3:30])[CH3:29])=[O:26]>CN(C)C=O>[C:28]([O:27][C:25](=[O:26])[CH2:24][N:10]1[C:8]2[N:9]=[C:4]([NH2:3])[N:5]=[CH:6][C:7]=2[CH:13]=[C:12]([C:14]2[C:15]([Cl:21])=[CH:16][CH:17]=[CH:18][C:19]=2[Cl:20])[C:11]1=[O:22])([CH3:31])([CH3:30])[CH3:29] |f:0.1|. Reported procedure: To a suspension of NaH (60% in mineral oil, 67 mg) in 10 mL of dimethylformamide was added 2-amino-6-(2,6-dichlorophenyl)-pyrido[2,3-d]pyrimidin-7(8H)-one (398 mg, 1.30 mmol). The mixture was heated at 45° C. to 55° C. for 40 minutes resulting in a clear solution. Tert-butyl bromoacetate (250 μL, 1.69 mmol) was added, and the solution was stirred at 50° C. for several minutes, then cooled to room temperature and poured onto 60 mL of ice water. The resulting precipitate was removed by filtration ... The reactants are OC=1C=C2C(C=C(OC2=CC1)C1=CC=CC=C1)=O (6-hydroxyflavone), BrCCCCCCCl (1-bromo-6-chlorohexane), OCCNC (2-hydroxyethylmethylamine). Product: Cl.OCCN(CCCCCCOC=1C=CC2=C(C(C=C(O2)C2=CC=CC=C2)=O)C1)C (6-[6-(2-Hydroxyethylmethylamino)hexoxy1-2-phenyl-4H-1-benzopyran-4-one hydrochloride). RXN SMILES: [OH:1][C:2]1[CH:3]=[C:4]2[C:9](=[CH:10][CH:11]=1)[O:8][C:7]([C:12]1[CH:17]=[CH:16][CH:15]=[CH:14][CH:13]=1)=[CH:6][C:5]2=[O:18].Br[CH2:20][CH2:21][CH2:22][CH2:23][CH2:24][CH2:25][Cl:26].[OH:27][CH2:28][CH2:29][NH:30][CH3:31]>>[ClH:26].[OH:27][CH2:28][CH2:29][N:30]([CH3:31])[CH2:20][CH2:21][CH2:22][CH2:23][CH2:24][CH2:25][O:1][C:2]1[CH:11]=[CH:10][C:9]2[O:8][C:7]([C:12]3[CH:17]=[CH:16][CH:15]=[CH:14][CH:13]=3)=[CH:6][C:5](=[O:18])[C:4]=2[CH:3]=1 |f:3.4|. Reported procedure: The compound was prepared by a method similar to Example 1 from 6-hydroxyflavone, 1-bromo-6-chlorohexane, and 2-hydroxyethylmethylamine: mp 134°-137° C. The reactants are O=C(n1ccnc1)n1ccnc1, C1CCOC1, CNCCc1ccccn1, Cc1c(C)c2c(c(C)c1O)CCC(C)(C(=O)O)O2. Yields the product Cc1c(C)c2c(c(C)c1O)CCC(C)(C(=O)NCCc1ccccn1)O2. RXN SMILES: [C:19]([n:20]1[cH:21][cH:22][n:23][cH:24]1)([n:25]1[cH:26][cH:27][n:28][cH:29]1)=[O:30].[CH2:41]1[O:42][CH2:43][CH2:44][CH2:45]1.[CH3:31][NH:32][CH2:33][CH2:34][c:35]1[n:36][cH:37][cH:38][cH:39][cH:40]1.[OH:1][c:2]1[c:3]([CH3:18])[c:4]2[c:9]([c:10]([CH3:13])[c:11]1[CH3:12])[O:8][C:7]([C:14](=[O:15])[OH:16])([CH3:17])[CH2:6][CH2:5]2>>[OH:1][c:2]1[c:3]([CH3:18])[c:4]2[c:9]([c:10]([CH3:13])[c:11]1[CH3:12])[O:8][C:7]([C:14](=[O:16])[NH:32][CH2:33][CH2:34][c:35]1[n:36][cH:37][cH:38][cH:39][cH:40]1)([CH3:17])[CH2:6][CH2:5]2. The reactants are C1CCOC1, CCN=C=NCCCN(C)C, CN(C)c1ccncc1, O=C(O)c1c(C=Cc2cccc(OC(F)F)c2OCC2CCC2)nc2sccn12, Cl, Nc1nc(C(F)(F)F)cs1, CN(C)C=O. Product: O=C(Nc1nc(C(F)(F)F)cs1)c1c(C=Cc2cccc(OC(F)F)c2OCC2CCC2)nc2sccn12. RXN SMILES: [CH2:61]1[O:62][CH2:63][CH2:64][CH2:65]1.[CH3:40][CH2:41][N:42]=[C:43]=[N:44][CH2:45][CH2:46][CH2:47][N:48]([CH3:49])[CH3:50].[CH3:52][N:53]([c:54]1[cH:55][cH:56][n:57][cH:58][cH:59]1)[CH3:60].[CH:1]1([CH2:5][O:6][c:7]2[c:8]([CH:17]=[CH:18][c:19]3[n:20][c:21]4[s:22][cH:23][cH:24][n:25]4[c:26]3[C:27](=[O:28])[OH:29])[cH:9][cH:10][cH:11][c:12]2[O:13][CH:14]([F:15])[F:16])[CH2:2][CH2:3][CH2:4]1.[ClH:51].[F:30][C:31]([c:32]1[n:33][c:34]([NH2:37])[s:35][cH:36]1)([F:38])[F:39].[O:66]=[CH:67][N:68]([CH3:69])[CH3:70]>>[CH:1]1([CH2:5][O:6][c:7]2[c:8]([CH:17]=[CH:18][c:19]3[n:20][c:21]4[s:22][cH:23][cH:24][n:25]4[c:26]3[C:27](=[O:28])[NH:37][c:34]3[n:33][c:32]([C:31]([F:30])([F:38])[F:39])[cH:36][s:35]3)[cH:9][cH:10][cH:11][c:12]2[O:13][CH:14]([F:15])[F:16])[CH2:2][CH2:3][CH2:4]1. Reactants: BrC=1C=CC(=C(C1)C(O)C1=CC=CC=C1)F ((5-bromo-2-fluorophenyl)(phenyl)methanol), C(=C)(C)[Mg]Br (isopropenylmagnesium bromide). Run in C1CCOC1 (THF), C1CCOC1 (THF). Yields the product BrC=1C=CC(=C(C1)C(C(=C)C)O)F (1-(5-bromo-2-fluorophenyl)-2-methylprop-2-en-1-ol). As a reaction SMILES: [Br:1][C:2]1[CH:3]=[CH:4][C:5]([F:16])=[C:6]([CH:8]([C:10]2[CH:15]=CC=C[CH:11]=2)[OH:9])[CH:7]=1.C([Mg]Br)(C)=C>C1COCC1>[Br:1][C:2]1[CH:3]=[CH:4][C:5]([F:16])=[C:6]([CH:8]([OH:9])[C:10]([CH3:15])=[CH2:11])[CH:7]=1. Reported procedure: Prepared in a similar manner to (5-bromo-2-fluorophenyl)(phenyl)methanol, but using 0.5M isopropenylmagnesium bromide in THF instead of 1M phenylmagnesium bromide in THF. 1H NMR (400 MHz, CDCl3) δ 7.60 (dd, J=6.4, 2.6 Hz, 1H), 7.36 (ddd, J=8.7, 4.5, 2.6 Hz, 1H), 6.96-6.88 (m, 1H), 5.42 (s, 1H), 5.17 (s, 1H), 4.99 (s, 1H), 2.10 (br s, 1H), 1.66 (s, 3H). The reactants are COC1=C2C=C(NC2=CC=C1)C(=O)NC1=C(C=C(C=C1)B1OC(C(O1)(C)C)(C)C)OC (4-methoxy-N-(2-methoxy-4-(4,4,5,5-tetramethyl-1,3,2-dioxaborolan-2-yl)phenyl)-1H-indole-2-carboxamide), BrC=1N=C(N2C1C(=NC=C2)C)[C@@H]2CC[C@H](CC2)N2CCN(CC2)C (1-bromo-8-methyl-3-((trans)-4-(4-methylpiperazin-1-yl)cyclohexyl)imidazo[1,5-a]pyrazine). The product is COC1=C2C=C(NC2=CC=C1)C(=O)NC1=C(C=C(C=C1)C=1N=C(N2C1C(=NC=C2)C)[C@@H]2CC[C@H](CC2)N2CCN(CC2)C)OC (4-methoxy-N-(2-methoxy-4-(8-methyl-3-((trans)-4-(4-methylpiperazin-1-yl)cyclohexyl)imidazo[1,5-a]pyrazin-1-yl)phenyl)-1H-indole-2-carboxamide). Yield: 23.9%. As a reaction SMILES: [CH3:1][O:2][C:3]1[CH:11]=[CH:10][CH:9]=[C:8]2[C:4]=1[CH:5]=[C:6]([C:12]([NH:14][C:15]1[CH:20]=[CH:19][C:18](B3OC(C)(C)C(C)(C)O3)=[CH:17][C:16]=1[O:30][CH3:31])=[O:13])[NH:7]2.Br[C:33]1[N:34]=[C:35]([C@H:43]2[CH2:48][CH2:47][C@H:46]([N:49]3[CH2:54][CH2:53][N:52]([CH3:55])[CH2:51][CH2:50]3)[CH2:45][CH2:44]2)[N:36]2[CH:41]=[CH:40][N:39]=[C:38]([CH3:42])[C:37]=12>>[CH3:1][O:2][C:3]1[CH:11]=[CH:10][CH:9]=[C:8]2[C:4]=1[CH:5]=[C:6]([C:12]([NH:14][C:15]1[CH:20]=[CH:19][C:18]([C:33]3[N:34]=[C:35]([C@H:43]4[CH2:48][CH2:47][C@H:46]([N:49]5[CH2:54][CH2:53][N:52]([CH3:55])[CH2:51][CH2:50]5)[CH2:45][CH2:44]4)[N:36]4[CH:41]=[CH:40][N:39]=[C:38]([CH3:42])[C:37]=34)=[CH:17][C:16]=1[O:30][CH3:31])=[O:13])[NH:7]2. Reported procedure: Reaction of 4-methoxy-N-(2-methoxy-4-(4,4,5,5-tetramethyl-1,3,2-dioxaborolan-2-yl)phenyl)-1H-indole-2-carboxamide (32 mg) and 1-bromo-8-methyl-3-((trans)-4-(4-methylpiperazin-1-yl)cyclohexyl)imidazo[1,5-a]pyrazine (30 mg) according to the procedure described in example 4 step 4c and purification by column chromatography (silica gel; dichloromethane with gradient 0 to 20% of methanol) gave 4-methoxy-N-(2-methoxy-4-(8-methyl-3-((trans)-4-(4-methylpiperazin-1-yl)cyclohexyl)imidazo[1,5-a]pyrazin-1-y... The reactants are Clc1nc2ccccc2[nH]1, Fc1ccc(CCl)cc1, [Na+], [OH-], O. Yields the product Fc1ccc(Cn2c(Cl)nc3ccccc32)cc1. RXN SMILES: [Cl:1][c:2]1[nH:3][c:4]2[c:5]([n:6]1)[cH:7][cH:8][cH:9][cH:10]2.[F:11][c:12]1[cH:13][cH:14][c:15]([CH2:16][Cl:17])[cH:18][cH:19]1.[Na+:22].[OH-:21].[OH2:20]>>[Cl:1][c:2]1[n:3][c:4]2[c:5]([n:6]1[CH2:16][c:15]1[cH:14][cH:13][c:12]([F:11])[cH:19][cH:18]1)[cH:7][cH:8][cH:9][cH:10]2. Starting materials: B, C1CCOC1, Cl, C1CCOC1, O, COc1cccc(C(O)C(C)(C)NC(=O)Cc2ccc(OC)c(OC)c2)c1. Product: Cl, COc1cccc(C(O)C(C)(C)NCCc2ccc(OC)c(OC)c2)c1. Reaction SMILES: [BH3:33].[CH2:34]1[O:35][CH2:36][CH2:37][CH2:38]1.[ClH:39].[O:28]1[CH2:29][CH2:30][CH2:31][CH2:32]1.[OH2:40].[OH:1][CH:2]([C:3]([CH3:4])([CH3:5])[NH:6][C:7]([CH2:8][c:9]1[cH:10][c:11]([O:17][CH3:18])[c:12]([O:15][CH3:16])[cH:13][cH:14]1)=[O:19])[c:20]1[cH:21][c:22]([O:26][CH3:27])[cH:23][cH:24][cH:25]1>>[ClH:39].[OH:1][CH:2]([C:3]([CH3:4])([CH3:5])[NH:6][CH2:7][CH2:8][c:9]1[cH:10][c:11]([O:17][CH3:18])[c:12]([O:15][CH3:16])[cH:13][cH:14]1)[c:20]1[cH:21][c:22]([O:26][CH3:27])[cH:23][cH:24][cH:25]1. Reactants: Cc1cccc2c1nc(CO)n2Cc1c(F)cccc1F, [K+], O=[Mn](=O)(=O)[O-], O=S(=O)(O)O. Yields the product Cc1cccc2c1ncn2Cc1c(F)cccc1F. As a reaction SMILES: [F:1][c:2]1[c:3]([CH2:4][n:5]2[c:6]([CH2:15][OH:16])[n:7][c:8]3[c:9]2[cH:10][cH:11][cH:12][c:13]3[CH3:14])[c:17]([F:21])[cH:18][cH:19][cH:20]1.[K+:27].[Mn:22]([O-:23])(=[O:24])(=[O:25])=[O:26].[S:28](=[O:29])(=[O:30])([OH:31])[OH:32]>>[F:1][c:2]1[c:3]([CH2:4][n:5]2[cH:6][n:7][c:8]3[c:9]2[cH:10][cH:11][cH:12][c:13]3[CH3:14])[c:17]([F:21])[cH:18][cH:19][cH:20]1.